From a dataset of the Open Reaction Database (ORD), a public repository of structured organic reaction records. describe an organic reaction: reactants, conditions, products, and yield Starting materials: O (water), NC1CCN(CC1)CC1=CC=CC=C1 (4-Amino-1-benzylpiperidine), C(C)(=O)N(C)C1=CC=C(C=C1)S(=O)(=O)Cl (4-(N-acetyl-N-methylamino)benzenesulfonyl chloride), C(C)(=O)[O-].[Na+] (sodium acetate). Solvent: C(C)O (ethanol). Reaction conditions: time 4 hour. Yields the product C(C1=CC=CC=C1)N1CCC(CC1)NS(=O)(=O)C1=CC=C(C=C1)N(C)C(C)=O (N-(1-benzyl-4-piperidyl)-4-(N-acetyl-N-methylamino)benzenesulfonamide). RXN SMILES: [NH2:1][CH:2]1[CH2:7][CH2:6][N:5]([CH2:8][C:9]2[CH:14]=[CH:13][CH:12]=[CH:11][CH:10]=2)[CH2:4][CH2:3]1.[C:15]([N:18]([C:20]1[CH:25]=[CH:24][C:23]([S:26](Cl)(=[O:28])=[O:27])=[CH:22][CH:21]=1)[CH3:19])(=[O:17])[CH3:16].C([O-])(=O)C.[Na+].O>C(O)C>[CH2:8]([N:5]1[CH2:6][CH2:7][CH:2]([NH:1][S:26]([C:23]2[CH:22]=[CH:21][C:20]([N:18]([C:15](=[O:17])[CH3:16])[CH3:19])=[CH:25][CH:24]=2)(=[O:28])=[O:27])[CH2:3][CH2:4]1)[C:9]1[CH:14]=[CH:13][CH:12]=[CH:11][CH:10]=1 |f:2.3|. Procedure: 4-Amino-1-benzylpiperidine (3.63 ml, 17.8 mmol) was added to a suspension of the 4-(N-acetyl-N-methylamino)benzenesulfonyl chloride (4.00 g, 16.2 mmol) prepared in Preparative Example 12 and sodium acetate (2.65 g) in ethanol (40 ml). The obtained mixture was stirred at room temperature for 4 hours, followed by the addition of water. The obtained mixture was extracted with ethyl acetate. The organic layer was washed with water and a saturated aqueous solution of common salt, dried over magnesium... Reactants: COc1ccccc1N=C=O, CN(C)C=O, CCOC(=O)C(=O)c1csc(N)n1. The product is CCOC(=O)C(=O)c1csc(NC(=O)Nc2ccccc2OC)n1. Reaction SMILES: [CH3:14][O:15][c:16]1[c:17]([N:22]=[C:23]=[O:24])[cH:18][cH:19][cH:20][cH:21]1.[CH3:25][N:26]([CH3:27])[CH:28]=[O:29].[NH2:1][c:2]1[s:3][cH:4][c:5]([C:7]([C:8](=[O:9])[O:10][CH2:11][CH3:12])=[O:13])[n:6]1>>[NH:1]([c:2]1[s:3][cH:4][c:5]([C:7]([C:8](=[O:9])[O:10][CH2:11][CH3:12])=[O:13])[n:6]1)[C:23]([NH:22][c:17]1[c:16]([O:15][CH3:14])[cH:21][cH:20][cH:19][cH:18]1)=[O:24]. Reaction SMILES: [CH2:27]([CH3:28])[c:29]1[cH:30][c:31]([NH2:32])[cH:33][cH:34][cH:35]1.[Cl:1][c:2]1[c:3]([Cl:26])[c:4]2[c:5]([n:6][cH:7]1)[nH:8][c:9](-[c:11]1[cH:12][cH:13][c:14]([O:17][CH2:18][CH2:19][N:20]3[CH2:21][CH2:22][O:23][CH2:24][CH2:25]3)[cH:15][cH:16]1)[n:10]2>>[Cl:1][c:2]1[c:3]([NH:32][c:31]2[cH:30][c:29]([CH2:27][CH3:28])[cH:35][cH:34][cH:33]2)[c:4]2[c:5]([n:6][cH:7]1)[n:8][c:9](-[c:11]1[cH:12][cH:13][c:14]([O:17][CH2:18][CH2:19][N:20]3[CH2:21][CH2:22][O:23][CH2:24][CH2:25]3)[cH:15][cH:16]1)[nH:10]2. The reactants are CCc1cccc(N)c1, Clc1cnc2[nH]c(-c3ccc(OCCN4CCOCC4)cc3)nc2c1Cl. The product is CCc1cccc(Nc2c(Cl)cnc3nc(-c4ccc(OCCN5CCOCC5)cc4)[nH]c23)c1. Product: ClCC(=O)NC=1SC(=C(N1)C)C1=NC(=NC=C1)NC1=CC(=CC=C1)[N+](=O)[O-] (2-Chloro-N-{4-methyl-5-[2-(3-nitro-phenylamino)-pyrimidin-4-yl]-thiazol-2-yl}-acetamide). Procedure: A solution of [4-(2-amino-4-methyl-thiazol-5-yl)-pyrimidin-2-yl]-(3-nitro-phenyl)-amine (0.33 g, 1.0 mmol,) in dry DMF (3 mL) was cooled on an ice-water bath. Chloroacetyl chloride (0.22 g, 2.0 mmol) and pyridine (80 μL) were added. After stirring at room temperature for 18 h, the reaction mixture was concentrated, poured into ice water and extracted with CH2Cl2. The organic phases were combined, washed with brine, dried on MgSO4 and evaporated to dryness. The resulting greenish residue was puri... The solvent is CN(C)C=O (DMF). Reaction conditions: time 18 hour. Reaction SMILES: [NH2:1][C:2]1[S:3][C:4]([C:8]2[CH:13]=[CH:12][N:11]=[C:10]([NH:14][C:15]3[CH:20]=[CH:19][CH:18]=[C:17]([N+:21]([O-:23])=[O:22])[CH:16]=3)[N:9]=2)=[C:5]([CH3:7])[N:6]=1.[Cl:24][CH2:25][C:26](Cl)=[O:27].N1C=CC=CC=1>CN(C=O)C>[Cl:24][CH2:25][C:26]([NH:1][C:2]1[S:3][C:4]([C:8]2[CH:13]=[CH:12][N:11]=[C:10]([NH:14][C:15]3[CH:20]=[CH:19][CH:18]=[C:17]([N+:21]([O-:23])=[O:22])[CH:16]=3)[N:9]=2)=[C:5]([CH3:7])[N:6]=1)=[O:27]. Reactants: ClCC(=O)Cl (Chloroacetyl chloride), N1=CC=CC=C1 (pyridine), NC=1SC(=C(N1)C)C1=NC(=NC=C1)NC1=CC(=CC=C1)[N+](=O)[O-] ([4-(2-amino-4-methyl-thiazol-5-yl)-pyrimidin-2-yl]-(3-nitro-phenyl)-amine). Starting materials: FC=1C=CC(=C(C1)C1=CC=C2C=C(N=CC2=C1)N)C (7-(5-fluoro-2-methylphenyl)isoquinolin-3-amine), C(Cl)(Cl)Cl (chloroform), cuprous monochloride, N(=O)OC(C)(C)C (tert-butyl nitrite), C(=O)([O-])[O-].[Na+].[Na+] (Na2CO3). Run in C(C)(=O)OCC (ethyl acetate). Conditions: time 20 hour. Product: ClC=1N=CC2=CC(=CC=C2C1)C1=C(C=CC(=C1)F)C (3-chloro-7-(5-fluoro-2-methylphenyl)isoquinoline). Isolated yield 36.3%. Reaction SMILES: [F:1][C:2]1[CH:3]=[CH:4][C:5]([CH3:19])=[C:6]([C:8]2[CH:17]=[C:16]3[C:11]([CH:12]=[C:13](N)[N:14]=[CH:15]3)=[CH:10][CH:9]=2)[CH:7]=1.C(Cl)(Cl)[Cl:21].N(OC(C)(C)C)=O.C([O-])([O-])=O.[Na+].[Na+]>C(OCC)(=O)C>[Cl:21][C:13]1[N:14]=[CH:15][C:16]2[C:11]([CH:12]=1)=[CH:10][CH:9]=[C:8]([C:6]1[CH:7]=[C:2]([F:1])[CH:3]=[CH:4][C:5]=1[CH3:19])[CH:17]=2 |f:3.4.5|. Reported procedure: To a solution of 7-(5-fluoro-2-methylphenyl)isoquinolin-3-amine (0.5177 g, 2.052 mmol) in chloroform (10 mL, 100 mmol) was added cuprous monochloride (0.3159 g, 3.191 mmol) and tert-butyl nitrite (0.50 mL, 3.8 mmol). The reaction mixture was stirred at room temperature in a flask shielded from the light with foil for 20 hours. To the reaction mixture was added 2M aqueous Na2CO3 and ethyl acetate, and the resulting mixture was filtered through celite. The organic layer was then dried over MgSO4, ... Starting materials: C[C@]12C(CC([C@H](CC1)O2)=O)=O ((1R*,5S*)-1-Methyl-8-oxabicyclo[3.2.1]octane-2,4-dione), C(Cl)(Cl)Cl (chloroform), Cl (hydrochloric acid), C(C)(=O)[O-].C(C)(=O)[O-].C(C)(=O)[O-].BrC1=CC(=C(C(=C1)CC)[Pb+3])CC (4-Bromo-2,6-diethylphenyllead triacetate). The reagents and catalysts are CN(C1=CC=NC=C1)C (4-dimethylamino-pyridine). The solvent is C1(=CC=CC=C1)C (toluene). Run at temperature 80 celsius. Product: BrC1=CC(=C(C(=C1)CC)C1C([C@]2(CC[C@@H](C1=O)O2)C)=O)CC ((1R*,5S*)-3-(4-bromo-2,6-diethylphenyl)-1-methyl-8-oxabicyclo[3.2.1]octane-2,4-dione). The yield is 4.2%. As a reaction SMILES: [CH3:1][C@@:2]12[O:9][C@@H:6]([CH2:7][CH2:8]1)[C:5](=[O:10])[CH2:4][C:3]2=[O:11].C(Cl)(Cl)Cl.C([O-])(=O)C.C([O-])(=O)C.C([O-])(=O)C.[Br:28][C:29]1[CH:34]=[C:33]([CH2:35][CH3:36])[C:32]([Pb+3])=[C:31]([CH2:38][CH3:39])[CH:30]=1.Cl>CN(C)C1C=CN=CC=1.C1(C)C=CC=CC=1>[Br:28][C:29]1[CH:34]=[C:33]([CH2:35][CH3:36])[C:32]([CH:4]2[C:5](=[O:10])[C@H:6]3[O:9][C@:2]([CH3:1])([CH2:8][CH2:7]3)[C:3]2=[O:11])=[C:31]([CH2:38][CH3:39])[CH:30]=1 |f:2.3.4.5|. Reported procedure: (1R*,5S*)-1-Methyl-8-oxabicyclo[3.2.1]octane-2,4-dione (1 g, 6.5 mmol) and 4-dimethylamino-pyridine (3.96 g, 32.5 mmol) are added to a mixture of chloroform (20 ml) and toluene (5 ml). The reaction mixture is flushed with nitrogen for 15 minutes at ambient temperature. 4-Bromo-2,6-diethylphenyllead triacetate (4.25 g, 7.14 mmol) is added in one portion and the reaction mixture is stirred and heated to 80° C. (pre-heated oil bath) under an atmosphere of nitrogen for 1 hour. The reaction mixture i... The reactants are CN(C)CC=1C=C(C=CC1)NC(=O)C1=CC=C(C=C1)C(=O)OC (methyl 4-[3 -(N,N-dimethylaminomethyl)phenyl]carbamoylbenzene-carboxylate), [OH-].[Na+] (NaOH), CN(C)CC=1C=C(C=CC1)NC(=O)C1=CC=C(C=C1)C(=O)OC (methyl 4-[3 -(N,N-dimethylaminomethyl)phenyl]carbamoylbenzene-carboxylate). The solvent is CO (MeOH). Yields the product CN(C)CC=1C=C(C=CC1)NC(=O)C1=CC=C(C=C1)C(=O)O (4-[3-(N,N-dimethylaminomethyl) phenyl]carbamoylbenzene-carboxylic acid). The yield is 93.3%. RXN SMILES: [CH3:1][N:2]([CH2:4][C:5]1[CH:6]=[C:7]([NH:11][C:12]([C:14]2[CH:19]=[CH:18][C:17]([C:20]([O:22]C)=[O:21])=[CH:16][CH:15]=2)=[O:13])[CH:8]=[CH:9][CH:10]=1)[CH3:3].[OH-].[Na+]>CO>[CH3:3][N:2]([CH2:4][C:5]1[CH:6]=[C:7]([NH:11][C:12]([C:14]2[CH:15]=[CH:16][C:17]([C:20]([OH:22])=[O:21])=[CH:18][CH:19]=2)=[O:13])[CH:8]=[CH:9][CH:10]=1)[CH3:1] |f:1.2|. Procedure: A solution of ester (IX; R=Z=H) (5.30 g, 17 mmol) in MeOH (10 mL) was treated with one equivalent of NaOH (17.0 nil of 1.0 N aqueous solution), and the mixture was heated until the MeOH had boiled off, and for 1 h under reflux, then cooled and filtered. Exact neutralisation (with17.0 mL of 1.0 N aqueous HCl) followed by refrigeration yielded 4-[3-(N,N-dimethylaminomethyl) phenyl]carbamoylbenzene-carboxylic acid (X;R=Z=H) (4.73 g, 93%), mp (MeOH/EtOAc) 209°-210 ° C. 1H NMR (CD3SOCD3) 10.41 (s, 1 ... Yields the product COC(=O)C(C)Oc1ncncc1Oc1cc(-n2c(=O)cc(C(F)(F)F)n(C)c2=O)c(F)cc1Cl. Reactants: CC(C)CCON=O, CC#N, Cl[Cu], Cl[Cu]Cl, Cl, COC(=O)C(C)Oc1ncncc1Oc1cc(-n2c(=O)cc(C(F)(F)F)n(C)c2=O)c(F)cc1N. Reaction SMILES: [CH3:1][CH:2]([CH2:3][CH2:4][O:5][N:6]=[O:7])[CH3:8].[CH3:50][C:51]#[N:52].[Cl:45][Cu:46].[Cl:47][Cu:48][Cl:49].[ClH:44].[NH2:9][c:10]1[c:11]([O:12][c:13]2[c:14]([O:19][CH:20]([CH3:21])[C:22](=[O:23])[O:24][CH3:25])[n:15][cH:16][n:17][cH:18]2)[cH:26][c:27](-[n:31]2[c:32](=[O:43])[n:33]([CH3:42])[c:34]([C:38]([F:39])([F:40])[F:41])[cH:35][c:36]2=[O:37])[c:28]([F:30])[cH:29]1>>[c:10]1([Cl:44])[c:11]([O:12][c:13]2[c:14]([O:19][CH:20]([CH3:21])[C:22](=[O:23])[O:24][CH3:25])[n:15][cH:16][n:17][cH:18]2)[cH:26][c:27](-[n:31]2[c:32](=[O:43])[n:33]([CH3:42])[c:34]([C:38]([F:39])([F:40])[F:41])[cH:35][c:36]2=[O:37])[c:28]([F:30])[cH:29]1. Reactants: CC(C)(C)OC(=O)NC1CCC(OCC(O[Si](C)(C)C(C)(C)C)c2ccccc2)C(F)C1, C1CCOC1, CCCC[N+](CCCC)(CCCC)CCCC, [F-]. Yields the product CC(C)(C)OC(=O)NC1CCC(OCC(O)c2ccccc2)C(F)C1. RXN SMILES: [C:1]([Si:2]([CH3:3])([CH3:4])[O:6][CH:7]([CH2:8][O:9][CH:10]1[CH:11]([F:24])[CH2:12][CH:13]([NH:16][C:17]([O:18][C:19]([CH3:20])([CH3:21])[CH3:22])=[O:23])[CH2:14][CH2:15]1)[c:25]1[cH:26][cH:27][cH:28][cH:29][cH:30]1)([CH3:5])([CH3:31])[CH3:32].[CH2:51]1[O:52][CH2:53][CH2:54][CH2:55]1.[CH3:34][CH2:35][CH2:36][CH2:37][N+:38]([CH2:39][CH2:40][CH2:41][CH3:42])([CH2:43][CH2:44][CH2:45][CH3:46])[CH2:47][CH2:48][CH2:49][CH3:50].[F-:33]>>[OH:6][CH:7]([CH2:8][O:9][CH:10]1[CH:11]([F:24])[CH2:12][CH:13]([NH:16][C:17]([O:18][C:19]([CH3:20])([CH3:21])[CH3:22])=[O:23])[CH2:14][CH2:15]1)[c:25]1[cH:26][cH:27][cH:28][cH:29][cH:30]1. Starting materials: CCCCCCNC, CCOC(C)=O, O=[N+]([O-])c1ccc(Cl)c(C=CCCl)c1, C1CCOC1. Yields the product CCCCCCN(C)C(=O)C=Cc1cc([N+](=O)[O-])ccc1Cl. As a reaction SMILES: [CH3:1][NH:2][CH2:3][CH2:4][CH2:5][CH2:6][CH2:7][CH3:8].[CH3:28][CH2:29][O:30][C:31](=[O:32])[CH3:33].[Cl:9][c:10]1[c:11]([CH:12]=[CH:13][CH2:14][Cl:15])[cH:16][c:17]([N+:20](=[O:21])[O-:22])[cH:18][cH:19]1.[O:23]1[CH2:24][CH2:25][CH2:26][CH2:27]1>>[CH3:1][N:2]([CH2:3][CH2:4][CH2:5][CH2:6][CH2:7][CH3:8])[C:14]([CH:13]=[CH:12][c:11]1[c:10]([Cl:9])[cH:19][cH:18][c:17]([N+:20](=[O:21])[O-:22])[cH:16]1)=[O:23].